This data is from the Open Reaction Database (ORD), a public repository of structured organic reaction records. The task is: describe an organic reaction: reactants, conditions, products, and yield Starting materials: FC1=CC=C(C2=C1NC(O2)=O)C(=O)O (4-fluoro-1,3-benzoxazol-2-one-7-carboxylic acid), C(C(=O)Cl)(=O)Cl (oxalyl chloride). The reagents and catalysts are CN(C=O)C (N,N-dimethylformamide). Run in ClCCl (dichloromethane). Yields the product FC1=CC=C(C2=C1NC(O2)=O)C(=O)Cl (4-fluoro-1,3-benzoxazol-2-one-7-carboxylic acid chloride). RXN SMILES: [F:1][C:2]1[C:7]2[NH:8][C:9](=[O:11])[O:10][C:6]=2[C:5]([C:12]([OH:14])=O)=[CH:4][CH:3]=1.C(Cl)(=O)C([Cl:18])=O>ClCCl.CN(C)C=O>[F:1][C:2]1[C:7]2[NH:8][C:9](=[O:11])[O:10][C:6]=2[C:5]([C:12]([Cl:18])=[O:14])=[CH:4][CH:3]=1. Procedure details: A stirred suspension of 4-fluoro-1,3-benzoxazol-2-one-7-carboxylic acid (1.79 g) in dry dichloromethane was treated with oxalyl chloride (0.97 g), followed by N,N-dimethylformamide (3 drops) to initiate the reaction. Stirring was maintained under reflux conditions for 1.5 hours and the mixture evaporated to dryness to give 4-fluoro-1,3-benzoxazol-2-one-7-carboxylic acid chloride, used in the next stage without purification.